From a dataset of the Open Reaction Database (ORD), a public repository of structured organic reaction records. describe an organic reaction: reactants, conditions, products, and yield The reactants are Cl (hydrogen chloride), C(C)OC1=CC(=C(CN2N=C(C3=CC=CC=C23)C2=NC=C(C(=N2)NC2=CC=NC=C2)OC)C(=C1)F)F (2-[1-(4-ethoxy-2,6-difluorobenzyl)-1H-indazol-3-yl]-5-methoxy-N-(pyridin-4-yl)pyrimidin-4-amine). Solvent: CO (methanol), ClCCl (dichloromethane), CO (methanol). Reaction conditions: time 1 hour. The product is Cl.C(C)OC1=CC(=C(CN2N=C(C3=CC=CC=C23)C2=NC=C(C(=N2)NC2=CC=NC=C2)OC)C(=C1)F)F (2-[1-(4-ethoxy-2,6-difluorobenzyl)-1H-indazol-3-yl]-5-methoxy-N-(pyridin-4-yl)pyrimidin-4-amine hydrochloride). RXN SMILES: [CH2:1]([O:3][C:4]1[CH:34]=[C:33]([F:35])[C:7]([CH2:8][N:9]2[C:17]3[C:12](=[CH:13][CH:14]=[CH:15][CH:16]=3)[C:11]([C:18]3[N:23]=[C:22]([NH:24][C:25]4[CH:30]=[CH:29][N:28]=[CH:27][CH:26]=4)[C:21]([O:31][CH3:32])=[CH:20][N:19]=3)=[N:10]2)=[C:6]([F:36])[CH:5]=1)[CH3:2].[ClH:37]>ClCCl.CO>[ClH:37].[CH2:1]([O:3][C:4]1[CH:5]=[C:6]([F:36])[C:7]([CH2:8][N:9]2[C:17]3[C:12](=[CH:13][CH:14]=[CH:15][CH:16]=3)[C:11]([C:18]3[N:23]=[C:22]([NH:24][C:25]4[CH:30]=[CH:29][N:28]=[CH:27][CH:26]=4)[C:21]([O:31][CH3:32])=[CH:20][N:19]=3)=[N:10]2)=[C:33]([F:35])[CH:34]=1)[CH3:2] |f:4.5|. Procedure details: 150 mg of 2-[1-(4-ethoxy-2,6-difluorobenzyl)-1H-indazol-3-yl]-5-methoxy-N-(pyridin-4-yl)pyrimidin-4-amine (2-5-1, 0.307 mmol, 1. eq.) were dissolved in a mixture of 5.9 ml of dry dichloromethane and 2.5 ml of dry methanol. 0.25 ml of 1.25 M hydrogen chloride solution in methanol were added. The mixture was stirred at room temperature for 1 hour. Then the mixture was concentrated in vacuo to yield 161 mg (0.29 mmol, 95.9%) of the analytically pure target compound.